Task: describe an organic reaction: reactants, conditions, products, and yield. Dataset: the Open Reaction Database (ORD), a public repository of structured organic reaction records Starting materials: O=C1CCC(=O)N1Br, CC(C)(C)OC(=O)NC(CC(=O)N1CCn2c(cnc2C(F)(F)F)C1)Cc1cc(F)c(F)cc1F, O=C([O-])[O-], CC(C)(C)OC(=O)OC(=O)OC(C)(C)C, CCO, [K+], [K+]. Product: CC(C)(C)OC(=O)NC(CC(=O)N1CCn2c(C(F)(F)F)nc(Br)c2C1)Cc1cc(F)c(F)cc1F. RXN SMILES: [Br:36][N:37]1[C:38](=[O:39])[CH2:40][CH2:41][C:42]1=[O:43].[C:1]([CH3:2])([CH3:3])([CH3:4])[O:5][C:6]([NH:7][CH:8]([CH2:9][C:10]([N:11]1[CH2:12][c:13]2[n:14]([c:17]([C:20]([F:21])([F:22])[F:23])[n:18][cH:19]2)[CH2:15][CH2:16]1)=[O:24])[CH2:25][c:26]1[c:27]([F:34])[cH:28][c:29]([F:33])[c:30]([F:32])[cH:31]1)=[O:35].[C:44](=[O:45])([O-:46])[O-:47].[CH3:50][C:51]([O:52][C:53]([O:54][C:55]([O:56][C:57]([CH3:58])([CH3:59])[CH3:60])=[O:61])=[O:62])([CH3:63])[CH3:64].[CH3:65][CH2:66][OH:67].[K+:48].[K+:49]>>[C:1]([CH3:2])([CH3:3])([CH3:4])[O:5][C:6]([NH:7][CH:8]([CH2:9][C:10]([N:11]1[CH2:12][c:13]2[n:14]([c:17]([C:20]([F:21])([F:22])[F:23])[n:18][c:19]2[Br:36])[CH2:15][CH2:16]1)=[O:24])[CH2:25][c:26]1[c:27]([F:34])[cH:28][c:29]([F:33])[c:30]([F:32])[cH:31]1)=[O:35].